Dataset: the Open Reaction Database (ORD), a public repository of structured organic reaction records. Task: describe an organic reaction: reactants, conditions, products, and yield The product is CC(C)(C)OC(=O)N1CCC(Nc2cc([N+](=O)[O-])c(F)cc2SCCO)CC1. Starting materials: CC(=O)O[BH-](OC(C)=O)OC(C)=O, CC(=O)O, CC(Cl)Cl, Nc1cc([N+](=O)[O-])c(F)cc1SCCO, [Na+], CC(C)(C)OC(=O)N1CCC(=O)CC1. As a reaction SMILES: [C:34]([O:35][BH-:36]([O:37][C:38](=[O:39])[CH3:40])[O:41][C:42](=[O:43])[CH3:44])(=[O:45])[CH3:46].[CH3:30][C:31](=[O:32])[OH:33].[Cl:48][CH:49]([Cl:50])[CH3:51].[NH2:1][c:2]1[c:3]([S:12][CH2:13][CH2:14][OH:15])[cH:4][c:5]([F:11])[c:6]([N+:8](=[O:9])[O-:10])[cH:7]1.[Na+:47].[O:16]=[C:17]1[CH2:18][CH2:19][N:20]([C:23](=[O:24])[O:25][C:26]([CH3:27])([CH3:28])[CH3:29])[CH2:21][CH2:22]1>>[NH:1]([c:2]1[c:3]([S:12][CH2:13][CH2:14][OH:15])[cH:4][c:5]([F:11])[c:6]([N+:8](=[O:9])[O-:10])[cH:7]1)[CH:17]1[CH2:18][CH2:19][N:20]([C:23](=[O:24])[O:25][C:26]([CH3:27])([CH3:28])[CH3:29])[CH2:21][CH2:22]1. Reactants: C(#N)[BH3-].[Na+] (sodium cyanoborohydride), C=O (formalin), FC1=CC=C(C=C1)C1(CCN(CC1)C(=O)OC(C)(C)C)COCC1=CC(=CC2=C1N(N=N2)C)C(F)(F)F (tert-Butyl 4-(4-fluorophenyl)-4-(((1-methyl-5-(trifluoromethyl)-1H-benzo[d][1,2,3]triazol-7-yl)methoxy)methyl)piperidine-1-carboxylate). Product: FC1=CC=C(C=C1)C1(CCN(CC1)C)COCC1=CC(=CC2=C1N(N=N2)C)C(F)(F)F (7-(((4-(4-Fluorophenyl)-1-methylpiperidin-4-yl)methoxy)methyl)-1-methyl-5-(trifluoromethyl)-1H-benzo[d][1,2,3]triazole). Reagents/catalysts: C(C)(=O)O (acetic acid). Run at time 30 minute. Reported procedure: tert-Butyl 4-(4-fluorophenyl)-4-(((1-methyl-5-(trifluoromethyl)-1H-benzo[d][1,2,3]triazol-7-yl)methoxy)methyl)piperidine-1-carboxylate (17 mg, 0.033 mmol) was dissolved in trifluoroacetic acid (25% in dichloromethane, 1 mL) and stirred at room temperature for 30 min. The reaction was concentrated, loaded onto a strong cation exchange cartridge in methanol, and flushed with several volumes of methanol which were discarded. The crude secondary amine was eluted in 2M ammonia and concentrated. The r... Run in FC(C(=O)O)(F)F (trifluoroacetic acid). RXN SMILES: [F:1][C:2]1[CH:7]=[CH:6][C:5]([C:8]2([CH2:21][O:22][CH2:23][C:24]3[C:29]4[N:30]([CH3:33])[N:31]=[N:32][C:28]=4[CH:27]=[C:26]([C:34]([F:37])([F:36])[F:35])[CH:25]=3)[CH2:13][CH2:12][N:11]([C:14](OC(C)(C)C)=O)[CH2:10][CH2:9]2)=[CH:4][CH:3]=1.C([BH3-])#N.[Na+].C=O>FC(F)(F)C(O)=O.C(O)(=O)C>[F:1][C:2]1[CH:3]=[CH:4][C:5]([C:8]2([CH2:21][O:22][CH2:23][C:24]3[C:29]4[N:30]([CH3:33])[N:31]=[N:32][C:28]=4[CH:27]=[C:26]([C:34]([F:37])([F:35])[F:36])[CH:25]=3)[CH2:13][CH2:12][N:11]([CH3:14])[CH2:10][CH2:9]2)=[CH:6][CH:7]=1 |f:1.2|.